Dataset: the Open Reaction Database (ORD), a public repository of structured organic reaction records. Task: describe an organic reaction: reactants, conditions, products, and yield The reactants are C(C)(C)(C)OC(C#CC(C(F)(F)F)(O)C1=CC=C(C=C1)N(CC(C)C)S(=O)(=O)C1=CC=CC=C1)=O (4-[4-(benzenesulfonyl-isobutyl-amino)-phenyl]-5,5,5-trifluoro-4-hydroxy-pent-2-ynoic acid tert-butyl ester), FC(C(=O)O)(F)F (trifluoroacetic acid). Run in C(Cl)Cl (CH2Cl2). Conditions: time 24 hour. The product is C1(=CC=CC=C1)S(=O)(=O)N(C1=CC=C(C=C1)C(C#CC(=O)O)(C(F)(F)F)O)CC(C)C (4-[4-(Benzenesulfonyl-isobutyl-amino)-phenyl]-5,5,5-trifluoro-4-hydroxy-pent-2-ynoic acid). As a reaction SMILES: C([O:5][C:6](=[O:35])[C:7]#[C:8][C:9]([C:15]1[CH:20]=[CH:19][C:18]([N:21]([S:26]([C:29]2[CH:34]=[CH:33][CH:32]=[CH:31][CH:30]=2)(=[O:28])=[O:27])[CH2:22][CH:23]([CH3:25])[CH3:24])=[CH:17][CH:16]=1)([OH:14])[C:10]([F:13])([F:12])[F:11])(C)(C)C.FC(F)(F)C(O)=O>C(Cl)Cl>[C:29]1([S:26]([N:21]([CH2:22][CH:23]([CH3:25])[CH3:24])[C:18]2[CH:17]=[CH:16][C:15]([C:9]([OH:14])([C:10]([F:11])([F:12])[F:13])[C:8]#[C:7][C:6]([OH:35])=[O:5])=[CH:20][CH:19]=2)(=[O:28])=[O:27])[CH:34]=[CH:33][CH:32]=[CH:31][CH:30]=1. Procedure details: To a solution of 0.56 g (1.1 mmol) of 4-[4-(benzenesulfonyl-isobutyl-amino)-phenyl]-5,5,5-trifluoro-4-hydroxy-pent-2-ynoic acid tert-butyl ester (Example 71) in 15 mL of CH2Cl2 was added 0.3 mL of trifluoroacetic acid. The mixture was stirred at room temperature for 24 h. After this time the solvent was evaporated, and the residue was purified by chromatography (silica, hexanes:EtOAc, 1:1) to give the title compound. Reactants: C(C1=CC=CC=C1)C1=NNC(C2=CC(=CC(=C12)OC)OC)=O (4-benzyl-5,7-dimethoxy-2H-phthalazin-1-one), P(=O)(Cl)(Cl)Cl (phosphoryl chloride). Product: C(C1=CC=CC=C1)C1=NN=C(C2=CC(=CC(=C12)OC)OC)Cl (4-Benzyl-1-chloro-5,7-dimethoxyphthalazine). As a reaction SMILES: [CH2:1]([C:8]1[C:17]2[C:12](=[CH:13][C:14]([O:20][CH3:21])=[CH:15][C:16]=2[O:18][CH3:19])[C:11](=O)[NH:10][N:9]=1)[C:2]1[CH:7]=[CH:6][CH:5]=[CH:4][CH:3]=1.P(Cl)(Cl)([Cl:25])=O>>[CH2:1]([C:8]1[C:17]2[C:12](=[CH:13][C:14]([O:20][CH3:21])=[CH:15][C:16]=2[O:18][CH3:19])[C:11]([Cl:25])=[N:10][N:9]=1)[C:2]1[CH:7]=[CH:6][CH:5]=[CH:4][CH:3]=1. Procedure: This compound is obtained according to the procedure described in 1.3. by reacting 4-benzyl-5,7-dimethoxy-2H-phthalazin-1-one with phosphoryl chloride.